describe an organic reaction: reactants, conditions, products, and yield From a dataset of the Open Reaction Database (ORD), a public repository of structured organic reaction records. The reactants are O=C([O-])O, CCNCCO, CCCCP(CCCC)CCCC, CCOC(C)=O, CCOCC, CCOC(=O)CCc1ccc(OCc2cccc(-c3c(C)cc(O)cc3C)c2)cc1F, O=C(N=NC(=O)N1CCCCC1)N1CCCCC1, [Na+], C1CCOC1. The product is CCNCCOc1cc(C)c(-c2cccc(COc3ccc(CCC(=O)OCC)c(F)c3)c2)c(C)c1. RXN SMILES: [C:69](=[O:70])([O-:71])[OH:72].[CH2:32]([CH3:33])[NH:34][CH2:35][CH2:36][OH:37].[CH2:38]([P:39]([CH2:40][CH2:41][CH2:42][CH3:43])[CH2:44][CH2:45][CH2:46][CH3:47])[CH2:48][CH2:49][CH3:50].[CH3:79][CH2:80][O:81][C:82](=[O:83])[CH3:84].[CH3:85][CH2:86][O:87][CH2:88][CH3:89].[F:1][c:2]1[c:3]([CH2:25][CH2:26][C:27](=[O:28])[O:29][CH2:30][CH3:31])[cH:4][cH:5][c:6]([O:8][CH2:9][c:10]2[cH:11][c:12](-[c:16]3[c:17]([CH3:24])[cH:18][c:19]([OH:23])[cH:20][c:21]3[CH3:22])[cH:13][cH:14][cH:15]2)[cH:7]1.[N:51]([C:52]([N:53]1[CH2:54][CH2:55][CH2:56][CH2:57][CH2:58]1)=[O:59])=[N:60][C:61]([N:62]1[CH2:63][CH2:64][CH2:65][CH2:66][CH2:67]1)=[O:68].[Na+:73].[O:74]1[CH2:75][CH2:76][CH2:77][CH2:78]1>>[F:1][c:2]1[c:3]([CH2:25][CH2:26][C:27](=[O:28])[O:29][CH2:30][CH3:31])[cH:4][cH:5][c:6]([O:8][CH2:9][c:10]2[cH:11][c:12](-[c:16]3[c:17]([CH3:24])[cH:18][c:19]([O:23][CH2:36][CH2:35][NH:34][CH2:32][CH3:33])[cH:20][c:21]3[CH3:22])[cH:13][cH:14][cH:15]2)[cH:7]1. Reaction SMILES: [C:1](=[O:2])([O-:3])[O-:4].[CH2:7]([CH3:8])[I:9].[CH3:50][C:51]#[N:52].[Cl:12][c:13]1[cH:14][c:15]([F:49])[c:16]([NH:19][c:20]2[n:21][c:22]([N:34]3[CH2:35][CH2:36][CH:37]([N:40]([C:41]([CH:42]4[NH:43][CH2:44][CH2:45][CH2:46]4)=[O:47])[CH3:48])[CH2:38][CH2:39]3)[n:23][c:24]3[cH:25][c:26]([O:32][CH3:33])[c:27]([O:30][CH3:31])[cH:28][c:29]23)[cH:17][cH:18]1.[ClH:10].[ClH:11].[K+:5].[K+:6]>>[CH2:7]([CH3:8])[N:43]1[CH:42]([C:41]([N:40]([CH:37]2[CH2:36][CH2:35][N:34]([c:22]3[n:21][c:20]([NH:19][c:16]4[c:15]([F:49])[cH:14][c:13]([Cl:12])[cH:18][cH:17]4)[c:29]4[c:24]([n:23]3)[cH:25][c:26]([O:32][CH3:33])[c:27]([O:30][CH3:31])[cH:28]4)[CH2:39][CH2:38]2)[CH3:48])=[O:47])[CH2:46][CH2:45][CH2:44]1. The reactants are O=C([O-])[O-], CCI, CC#N, COc1cc2nc(N3CCC(N(C)C(=O)C4CCCN4)CC3)nc(Nc3ccc(Cl)cc3F)c2cc1OC, Cl, Cl, [K+], [K+]. Yields the product CCN1CCCC1C(=O)N(C)C1CCN(c2nc(Nc3ccc(Cl)cc3F)c3cc(OC)c(OC)cc3n2)CC1. Reactants: C(C)(C)(C)OC(NC(CC1=CNC2=C(C=CC=C12)O)(C)C)=O ([2-(7-hydroxy-1H-indol-3-yl)-1,1-dimethyl-ethyl]-carbamic acid tert-butyl ester), [H-].[Na+] (sodium hydride), O (Water), COC(C1=CN=C(C=C1)Cl)=O (6-Chloro-nicotinic acid methyl ester). Run in CN(C=O)C (dimethylformamide). Run at time 30 minute. Yields the product COC(C1=CN=C(C=C1)OC=1C=CC=C2C(=CNC12)CC(C)(C)NC(=O)OC(C)(C)C)=O (6-[3-(2-tert-butoxycarbonylamino-2-methyl-propyl)-1H-indol-7-yloxy]-nicotinic acid methyl ester). Yield: 57.9%. Reaction SMILES: [C:1]([O:5][C:6](=[O:22])[NH:7][C:8]([CH3:21])([CH3:20])[CH2:9][C:10]1[C:18]2[C:13](=[C:14]([OH:19])[CH:15]=[CH:16][CH:17]=2)[NH:12][CH:11]=1)([CH3:4])([CH3:3])[CH3:2].[H-].[Na+].[CH3:25][O:26][C:27](=[O:35])[C:28]1[CH:33]=[CH:32][C:31](Cl)=[N:30][CH:29]=1.O>CN(C)C=O>[CH3:25][O:26][C:27](=[O:35])[C:28]1[CH:33]=[CH:32][C:31]([O:19][C:14]2[CH:15]=[CH:16][CH:17]=[C:18]3[C:13]=2[NH:12][CH:11]=[C:10]3[CH2:9][C:8]([NH:7][C:6]([O:5][C:1]([CH3:4])([CH3:2])[CH3:3])=[O:22])([CH3:21])[CH3:20])=[N:30][CH:29]=1 |f:1.2|. Reported procedure: To a solution of [2-(7-hydroxy-1H-indol-3-yl)-1,1-dimethyl-ethyl]-carbamic acid tert-butyl ester (104 mg, 0.342 mmol) in dimethylformamide (10 mL) is added sodium hydride (10 mg, 0.410 mmol). The mixture is stirred at ambient temperature for 30 minutes under nitrogen. 6-Chloro-nicotinic acid methyl ester (99 mg, 0.581 mmol) is added and the mixture is heated in an oil bath to eighty degrees Celsius for 15 hours, under nitrogen. The mixture is then heated an additional 5 hours at eighty-five degr... RXN SMILES: [C:18]([CH2:19][CH3:20])(=[O:21])[Cl:22].[C:23](=[O:24])([OH:25])[O-:26].[Cl:28][CH2:29][Cl:30].[NH2:1][c:2]1[c:3]([C:14](=[O:15])[O:16][CH3:17])[n:4][c:5]([CH:8]2[CH2:9][CH2:10][NH:11][CH2:12][CH2:13]2)[cH:6][n:7]1.[Na+:27]>>[NH2:1][c:2]1[c:3]([C:14](=[O:15])[O:16][CH3:17])[n:4][c:5]([CH:8]2[CH2:9][CH2:10][N:11]([C:18]([CH2:19][CH3:20])=[O:21])[CH2:12][CH2:13]2)[cH:6][n:7]1. Reactants: CCC(=O)Cl, O=C([O-])O, ClCCl, COC(=O)c1nc(C2CCNCC2)cnc1N, [Na+]. The product is CCC(=O)N1CCC(c2cnc(N)c(C(=O)OC)n2)CC1. Starting materials: O=C1CCC(=O)N1Br, O=C(OOC(=O)c1ccccc1)c1ccccc1, ClC(Cl)(Cl)Cl, Cc1ccc(C=C(C#N)S(=O)(=O)c2ccccc2)cc1. Yields the product N#CC(=Cc1ccc(CBr)cc1)S(=O)(=O)c1ccccc1. Reaction SMILES: [Br:21][N:22]1[C:23](=[O:24])[CH2:25][CH2:26][C:27]1=[O:28].[C:29]([O:30][O:31][C:32](=[O:33])[c:34]1[cH:35][cH:36][cH:37][cH:38][cH:39]1)(=[O:40])[c:41]1[cH:42][cH:43][cH:44][cH:45][cH:46]1.[C:47]([Cl:48])([Cl:49])([Cl:50])[Cl:51].[c:1]1([CH3:20])[cH:2][cH:3][c:4]([CH:7]=[C:8]([S:9](=[O:10])(=[O:11])[c:12]2[cH:13][cH:14][cH:15][cH:16][cH:17]2)[C:18]#[N:19])[cH:5][cH:6]1>>[c:1]1([CH2:20][Br:21])[cH:2][cH:3][c:4]([CH:7]=[C:8]([S:9](=[O:10])(=[O:11])[c:12]2[cH:13][cH:14][cH:15][cH:16][cH:17]2)[C:18]#[N:19])[cH:5][cH:6]1. Reactants: N1=CC=CC=C1 (pyridine), NC1=C(C(=NN1C1=C(C=C(C=C1Cl)C(F)(F)F)Cl)C(N)=NO)S(=O)C(F)(F)F (5-Amino-1-(2,6-dichloro-4-trifluoromethylphenyl)-4-trifluoromethylsulfinyl-3-pyrazolecarboxamide oxime), C(C)(=O)Cl (acetyl chloride). Solvent: ClC(C)Cl (dichloroethane), ClC(C)Cl (dichloroethane). Conditions: time 2 hour. The product is C(C)(=O)ONC(=N)C1=NN(C(=C1S(=O)C(F)(F)F)N)C1=C(C=C(C=C1Cl)C(F)(F)F)Cl (3-(N-Acetoxyamidino)-5-amino-1-(2,6-dichloro-4-trifluoromethylphenyl)-4-trifluoromethylsulfinylpyrazole). Yield: 100.0%. RXN SMILES: [NH2:1][C:2]1[N:6]([C:7]2[C:12]([Cl:13])=[CH:11][C:10]([C:14]([F:17])([F:16])[F:15])=[CH:9][C:8]=2[Cl:18])[N:5]=[C:4]([C:19](=[N:21][OH:22])[NH2:20])[C:3]=1[S:23]([C:25]([F:28])([F:27])[F:26])=[O:24].N1C=CC=CC=1.[C:35](Cl)(=[O:37])[CH3:36]>ClC(Cl)C>[C:35]([O:22][NH:21][C:19]([C:4]1[C:3]([S:23]([C:25]([F:27])([F:28])[F:26])=[O:24])=[C:2]([NH2:1])[N:6]([C:7]2[C:8]([Cl:18])=[CH:9][C:10]([C:14]([F:17])([F:16])[F:15])=[CH:11][C:12]=2[Cl:13])[N:5]=1)=[NH:20])(=[O:37])[CH3:36]. Procedure details: 5-Amino-1-(2,6-dichloro-4-trifluoromethylphenyl)-4-trifluoromethylsulfinyl-3-pyrazolecarboxamide oxime (0.50 g, 1.06 mmol) was dissolved in 8 ml of dichloroethane, and then pyridine (0.10 ml, 1.2 mmol) was added and acetyl chloride (99 mg, 1.26 mmol) dissolved in 2 ml of dichloroethane was added dropwise at room temperature. After the completion of adding dropwise, the mixture was stirred at room temperature for 2 hours and the solvent was distilled off. To the resulting mixture, 50 ml of ethyl ...